This data is from the Open Reaction Database (ORD), a public repository of structured organic reaction records. The task is: describe an organic reaction: reactants, conditions, products, and yield Starting materials: CC(C)(C)N(C([O-])=O)C1CCN(CC1)CC1=CC=C(C=C1)OC (1,1-dimethylethyl1-[(4-methoxyphenyl)methyl]-4-piperidinylcarbamate), FC(C(=O)O)(F)F (trifluoroacetic acid), FC(C(=O)O)(F)F (trifluoroacetic acid). Solvent: C(Cl)Cl (methylene chloride). Conditions: time 30 minute. Product: NC1CCN(CC1)CC1=CC=C(C=C1)OC (4-amino-1-[(4-methoxyphenyl)methyl]piperidine). Reaction SMILES: CC([N:5]([CH:9]1[CH2:14][CH2:13][N:12]([CH2:15][C:16]2[CH:21]=[CH:20][C:19]([O:22][CH3:23])=[CH:18][CH:17]=2)[CH2:11][CH2:10]1)C(=O)[O-])(C)C.FC(F)(F)C(O)=O>C(Cl)Cl>[NH2:5][CH:9]1[CH2:10][CH2:11][N:12]([CH2:15][C:16]2[CH:21]=[CH:20][C:19]([O:22][CH3:23])=[CH:18][CH:17]=2)[CH2:13][CH2:14]1. Procedure details: A mixture of 1,1-dimethylethyl1-[(4-methoxyphenyl)methyl]-4-piperidinylcarbamate (0.02 mole) and trifluoroacetic acid (0.01 mole) in 50 ml. of methylene chloride was refluxed for a 3 hr. period. Additional trifluoroacetic acid (0.08 mole) was added and reflux continued for an additional 30 minutes. The crude solution was evaporated in vacuo, residual material dissolved in water and the aqueous phase washed with ether and then made basic with 50% sodium hydroxide. Extraction of the basified solut... Starting materials: CC(=O)O, O=C(NCCc1ccc([N+](=O)[O-])cc1)C(F)(F)F, O=S(=O)(O)O. The product is O=C(N1CCc2ccc([N+](=O)[O-])cc2C1)C(F)(F)F. Reaction SMILES: [C:24]([OH:25])(=[O:26])[CH3:27].[F:1][C:2]([C:3](=[O:4])[NH:5][CH2:6][CH2:7][c:8]1[cH:9][cH:10][c:11]([N+:14](=[O:15])[O-:16])[cH:12][cH:13]1)([F:17])[F:18].[S:19](=[O:20])(=[O:21])([OH:22])[OH:23]>>[F:1][C:2]([C:3](=[O:4])[N:5]1[CH2:6][CH2:7][c:8]2[cH:9][cH:10][c:11]([N+:14](=[O:15])[O-:16])[cH:12][c:13]2[CH2:24]1)([F:17])[F:18].